Dataset: the Open Reaction Database (ORD), a public repository of structured organic reaction records. Task: describe an organic reaction: reactants, conditions, products, and yield Starting materials: C(C)(C)(C)OC(N[C@@H](CC(N1CC=2N(CC1)C(=NC2)C(F)(F)F)=O)CC2=C(C=C(C(=C2)F)F)F)=O ((R)-[3-oxo-1-(2,4,5-trifluoro-benzyl)-3-(3-trifluoromethyl-5,6-dihydro-8H-imidazo[1,5-a]pyrazin-7-yl)-propyl]-carbamic acid tert-butyl ester), C([O-])([O-])=O.[K+].[K+] (potassium carbonate), C(=O)(OC(C)(C)C)OC(=O)OC(C)(C)C (di-tert-butyl dicarbonate), BrN1C(CCC1=O)=O (1-bromo-2,5-pyrrolidinedione). Solvent: C(C)O (ethanol). The product is C(C)(C)(C)OC(N[C@@H](CC(N1CC=2N(CC1)C(=NC2Br)C(F)(F)F)=O)CC2=C(C=C(C(=C2)F)F)F)=O ((R)-[3-oxo-1-(2,4,5-trifluoro-benzyl)-3-(1-bromo-3-trifluoromethyl-5,6-dihydro-8H-imidazo[1,5-a]pyrazin-7-yl)-propyl]-carbamic acid tert-butyl ester). The yield is 86.3%. As a reaction SMILES: [C:1]([O:5][C:6](=[O:35])[NH:7][C@H:8]([CH2:25][C:26]1[CH:31]=[C:30]([F:32])[C:29]([F:33])=[CH:28][C:27]=1[F:34])[CH2:9][C:10](=[O:24])[N:11]1[CH2:16][CH2:15][N:14]2[C:17]([C:20]([F:23])([F:22])[F:21])=[N:18][CH:19]=[C:13]2[CH2:12]1)([CH3:4])([CH3:3])[CH3:2].[Br:36]N1C(=O)CCC1=O.C(=O)([O-])[O-].[K+].[K+].C(OC(OC(C)(C)C)=O)(OC(C)(C)C)=O>C(O)C>[C:1]([O:5][C:6](=[O:35])[NH:7][C@H:8]([CH2:25][C:26]1[CH:31]=[C:30]([F:32])[C:29]([F:33])=[CH:28][C:27]=1[F:34])[CH2:9][C:10](=[O:24])[N:11]1[CH2:16][CH2:15][N:14]2[C:17]([C:20]([F:22])([F:21])[F:23])=[N:18][C:19]([Br:36])=[C:13]2[CH2:12]1)([CH3:4])([CH3:2])[CH3:3] |f:2.3.4|. Reported procedure: (R)-[3-oxo-1-(2,4,5-trifluoro-benzyl)-3-(3-trifluoromethyl-5,6-dihydro-8H-imidazo[1,5-a]pyrazin-7-yl)-propyl]-carbamic acid tert-butyl ester 1l (20.0 g, 39.6 mmol) was dissolved in 300 mL of anhydrous ethanol under stirring, and 1-bromo-2,5-pyrrolidinedione (14.1 g, 79.2 mmol) was then added to the solution at room temperature. After stirring for an hour, potassium carbonate (10.9 g, 79.2 mmol) and di-tert-butyl dicarbonate (8.6 g, 39.6 mmol) were added to the mixture, and the mixture was stirre... Reactants: CCCc1c(OCCCOc2cccc(N)c2)ccc(C(C)=O)c1OC, CCOC(=O)C(=O)Cl, ClCCl, OCCN(CCO)CCO. The product is CCCc1c(OCCCOc2cccc(NC(=O)C(=O)OCC)c2)ccc(C(C)=O)c1OC. Reaction SMILES: [C:9]([CH3:10])(=[O:11])[c:12]1[c:13]([O:33][CH3:34])[c:14]([CH2:30][CH2:31][CH3:32])[c:15]([O:16][CH2:17][CH2:18][CH2:19][O:20][c:21]2[cH:22][c:23]([NH2:24])[cH:25][cH:26][cH:27]2)[cH:28][cH:29]1.[CH2:1]([CH3:2])[O:3][C:4]([C:5](=[O:6])[Cl:7])=[O:8].[CH2:45]([Cl:46])[Cl:47].[OH:35][CH2:36][CH2:37][N:38]([CH2:39][CH2:40][OH:41])[CH2:42][CH2:43][OH:44]>>[CH2:1]([CH3:2])[O:3][C:4]([C:5](=[O:6])[NH:24][c:23]1[cH:22][c:21]([O:20][CH2:19][CH2:18][CH2:17][O:16][c:15]2[c:14]([CH2:30][CH2:31][CH3:32])[c:13]([O:33][CH3:34])[c:12]([C:9]([CH3:10])=[O:11])[cH:29][cH:28]2)[cH:27][cH:26][cH:25]1)=[O:8]. Starting materials: CCO, O=[N+]([O-])c1cnc(Cl)nc1NCc1ccc2ncccc2c1, ClC(Cl)Cl, Cl[Sn]Cl. The product is Nc1cnc(Cl)nc1NCc1ccc2ncccc2c1. RXN SMILES: [CH3:26][CH2:27][OH:28].[Cl:1][c:2]1[n:3][cH:4][c:5]([N+:20]([O-:21])=[O:22])[c:6]([NH:8][CH2:9][c:10]2[cH:11][c:12]3[cH:13][cH:14][cH:15][n:16][c:17]3[cH:18][cH:19]2)[n:7]1.[Cl:29][CH:30]([Cl:31])[Cl:32].[Sn:23]([Cl:24])[Cl:25]>>[Cl:1][c:2]1[n:3][cH:4][c:5]([NH2:20])[c:6]([NH:8][CH2:9][c:10]2[cH:11][c:12]3[cH:13][cH:14][cH:15][n:16][c:17]3[cH:18][cH:19]2)[n:7]1. Reactants: [OH-].[Na+] (sodium hydroxide), ON1N=NC2=C1C=CC=C2 (1-Hydroxybenzotriazole), N1C=C(C2=CC=CC=C12)CCCCCCN (6-(1H-indol-3-yl)hexylamine), CN1CCOCC1 (N-methylmorpholine), Cl.CN(C1(CCC(CC1)CC(=O)O)C1=CC=CC=C1)C (4-dimethylamino-4-phenylcyclohexyl-acetic acid hydrochloride), C1(CCCCC1)N=C=NC1CCCCC1 (dicyclohexylcarbodiimide), C(=O)(NC1CCCCC1)NC1CCCCC1 (dicyclohexylurea). The solvent is O (water), CN(C=O)C (dimethylformamide). Conditions: time 3 day. Yields the product CN(C1(CCC(CC1)CC(=O)NCCCCCCC1=CNC2=CC=CC=C12)C1=CC=CC=C1)C (2-(4-Dimethylamino-4-phenylcyclohexyl)-N-[6-(1H-indol-3-yl)hexyl]acetamide). The yield is 58.1%. RXN SMILES: ON1C2C=CC=CC=2N=N1.[NH:11]1[C:19]2[C:14](=[CH:15][CH:16]=[CH:17][CH:18]=2)[C:13]([CH2:20][CH2:21][CH2:22][CH2:23][CH2:24][CH2:25][NH2:26])=[CH:12]1.CN1CCOCC1.Cl.[CH3:35][N:36]([CH3:53])[C:37]1([C:47]2[CH:52]=[CH:51][CH:50]=[CH:49][CH:48]=2)[CH2:42][CH2:41][CH:40]([CH2:43][C:44](O)=[O:45])[CH2:39][CH2:38]1.C1(N=C=NC2CCCCC2)CCCCC1.C(NC1CCCCC1)(NC1CCCCC1)=O.[OH-].[Na+]>CN(C)C=O.O>[CH3:53][N:36]([CH3:35])[C:37]1([C:47]2[CH:48]=[CH:49][CH:50]=[CH:51][CH:52]=2)[CH2:42][CH2:41][CH:40]([CH2:43][C:44]([NH:26][CH2:25][CH2:24][CH2:23][CH2:22][CH2:21][CH2:20][C:13]2[C:14]3[C:19](=[CH:18][CH:17]=[CH:16][CH:15]=3)[NH:11][CH:12]=2)=[O:45])[CH2:39][CH2:38]1 |f:3.4,7.8|. Procedure details: 1-Hydroxybenzotriazole (540 mg, 4.0 mmol), 6-(1H-indol-3-yl)hexylamine (432 mg, 2.0 mmol) and N-methylmorpholine (0.444 ml, 4.0 mmol) were added to a solution of 4-dimethylamino-4-phenylcyclohexyl-acetic acid hydrochloride (595 mg, 2.0 mmol) in dry dimethylformamide (10 ml) under argon. The clear solution was cooled in an ice-bath, dicyclohexylcarbodiimide (825 mg, 4.0 mmol) was added and the mixture was stirred at RT for 5 d, during which dicyclohexylurea precipitated out. Working up of the mix... Reactants: Cn1c(-c2nnc3ccc(N4CCOCC4)nn23)cnc1N, Cc1cnc([N+](=O)[O-])n1C, [Cu], F[B-](F)(F)F, [H+], O=N[O-], [Na+]. Product: Cn1c(-c2nnc3ccc(N4CCOCC4)nn23)cnc1[N+](=O)[O-]. Reaction SMILES: [CH3:1][n:2]1[c:3]([NH2:22])[n:4][cH:5][c:6]1-[c:7]1[n:8][n:9][c:10]2[n:11]1[n:12][c:13]([N:16]1[CH2:17][CH2:18][O:19][CH2:20][CH2:21]1)[cH:14][cH:15]2.[CH3:27][n:28]1[c:29]([CH3:30])[cH:31][n:32][c:33]1[N+:34]([O-:35])=[O:36].[Cu:43].[F:38][B-:39]([F:40])([F:41])[F:42].[H+:37].[N:23](=[O:24])[O-:25].[Na+:26]>>[CH3:1][n:2]1[c:3]([N+:23](=[O:24])[O-:25])[n:4][cH:5][c:6]1-[c:7]1[n:8][n:9][c:10]2[n:11]1[n:12][c:13]([N:16]1[CH2:17][CH2:18][O:19][CH2:20][CH2:21]1)[cH:14][cH:15]2. Reactants: Cl.Cl.N1CCC(CC1)N1C(NC2=NC=CC=C21)=O (1-piperidin-4-yl-1,3-dihydroimidazo[4,5-b]pyridin-2-one dihydrochloride), BrC=1C=C2CCN(C2=CC1)C(=O)C1=NC=NC(=C1)Cl ((5-bromo-2,3-dihydroindol-1-yl)-(6-chloropyrimidin-4-yl)-methanone), CCN(C(C)C)C(C)C (DIPEA). The solvent is CN(C)C=O (DMF). Conditions: time 22 hour. The product is BrC=1C=C2CCN(C2=CC1)C(=O)C1=CC(=NC=N1)N1CCC(CC1)N1C(NC2=NC=CC=C21)=O (1-{1-[6-(5-bromo-2,3-dihydro-indole-1-carbonyl)-pyrimidin-4-yl]-piperidin-4-yl}-1,3-dihydro-imidazo[4,5-b]pyridin-2-one). RXN SMILES: Cl.Cl.[NH:3]1[CH2:8][CH2:7][CH:6]([N:9]2[C:17]3[C:12](=[N:13][CH:14]=[CH:15][CH:16]=3)[NH:11][C:10]2=[O:18])[CH2:5][CH2:4]1.[Br:19][C:20]1[CH:21]=[C:22]2[C:26](=[CH:27][CH:28]=1)[N:25]([C:29]([C:31]1[CH:36]=[C:35](Cl)[N:34]=[CH:33][N:32]=1)=[O:30])[CH2:24][CH2:23]2.CCN(C(C)C)C(C)C>CN(C=O)C>[Br:19][C:20]1[CH:21]=[C:22]2[C:26](=[CH:27][CH:28]=1)[N:25]([C:29]([C:31]1[N:32]=[CH:33][N:34]=[C:35]([N:3]3[CH2:4][CH2:5][CH:6]([N:9]4[C:17]5[C:12](=[N:13][CH:14]=[CH:15][CH:16]=5)[NH:11][C:10]4=[O:18])[CH2:7][CH2:8]3)[CH:36]=1)=[O:30])[CH2:24][CH2:23]2 |f:0.1.2|. Procedure details: 70 mg (0.24 mmol) 1-piperidin-4-yl-1,3-dihydroimidazo[4,5-b]pyridin-2-one dihydrochloride were added to 100 mg (0.30 mmol) (5-bromo-2,3-dihydroindol-1-yl)-(6-chloropyrimidin-4-yl)-methanone and 100 μL (0.58 mmol) DIPEA in 10 mL DMF. The reaction mixture was stirred for 22 h at RT and then evaporated down i. vac. The residue was combined with 20 mL water and stirred for 30 min at RT. The precipitated product was suction filtered. The purification was carried out using a silica gel column. The pro...